This data is from the Open Reaction Database (ORD), a public repository of structured organic reaction records. The task is: describe an organic reaction: reactants, conditions, products, and yield The reactants are N1(N=NN=C1)CCCCC(=O)O (5-(tetrazol-1-yl)-valeric acid), S(=O)(Cl)Cl (thionyl chloride). The reagents and catalysts are CN(C)C=O (DMF). Solvent: C1=CC=CC=C1 (benzene). The product is N1(N=NN=C1)CCCCC(=O)Cl (5-(tetrazol-1-yl)-valeric acid chloride). As a reaction SMILES: [N:1]1([CH2:6][CH2:7][CH2:8][CH2:9][C:10]([OH:12])=O)[CH:5]=[N:4][N:3]=[N:2]1.S(Cl)([Cl:15])=O>C1C=CC=CC=1.CN(C=O)C>[N:1]1([CH2:6][CH2:7][CH2:8][CH2:9][C:10]([Cl:15])=[O:12])[CH:5]=[N:4][N:3]=[N:2]1. Procedure: 1 g of 5-(tetrazol-1-yl)-valeric acid in 12 ml of absolute benzene is heated at reflux temperature for 20 minutes with 0.6 ml of thionyl chloride and 2 drops of DMF. After concentration by evaporation under reduced pressure, the title compound is obtained. Reactants: OC1(c2ccccc2)CCN(Cc2ccccc2)CC1, CS(C)=O, O=[N+]([O-])c1ccc(F)cc1, [H-], [Na+]. The product is O=[N+]([O-])c1ccc(OC2(c3ccccc3)CCN(Cc3ccccc3)CC2)cc1. Reaction SMILES: [CH2:1]([c:2]1[cH:3][cH:4][cH:5][cH:6][cH:7]1)[N:8]1[CH2:9][CH2:10][C:11]([c:14]2[cH:15][cH:16][cH:17][cH:18][cH:19]2)([OH:20])[CH2:12][CH2:13]1.[CH3:33][S:34]([CH3:35])=[O:36].[F:23][c:24]1[cH:25][cH:26][c:27]([N+:30](=[O:31])[O-:32])[cH:28][cH:29]1.[H-:21].[Na+:22]>>[CH2:1]([c:2]1[cH:3][cH:4][cH:5][cH:6][cH:7]1)[N:8]1[CH2:9][CH2:10][C:11]([c:14]2[cH:15][cH:16][cH:17][cH:18][cH:19]2)([O:20][c:24]2[cH:25][cH:26][c:27]([N+:30](=[O:31])[O-:32])[cH:28][cH:29]2)[CH2:12][CH2:13]1. Procedure details: N-{2-[3-(2-Cyclopentanecarbonyl-4-methyl-phenyl)-ureido]-thiazol-4-ylmethyl}-2-dimethylamino-acetamide (86 mg, 78%) was prepared from 1-(4-aminomethyl-thiazol-2-yl)-3-(2-cyclopentanecarbonyl-4-methyl-phenyl)-urea (90 mg, 0.25 mmol) and N,-N-dimethyl glycine (0.30 mg, 0.30 mmol) following the general procedure K. Starting materials: NCC=1N=C(SC1)NC(=O)NC1=C(C=C(C=C1)C)C(=O)C1CCCC1 (1-(4-aminomethyl-thiazol-2-yl)-3-(2-cyclopentanecarbonyl-4-methyl-phenyl)-urea), CN(CC(=O)O)C (N,-N-dimethyl glycine). Product: C1(CCCC1)C(=O)C1=C(C=CC(=C1)C)NC(NC=1SC=C(N1)CNC(CN(C)C)=O)=O (N-{2-[3-(2-Cyclopentanecarbonyl-4-methyl-phenyl)-ureido]-thiazol-4-ylmethyl}-2-dimethylamino-acetamide). Yield: 77.6%. Reaction SMILES: [NH2:1][CH2:2][C:3]1[N:4]=[C:5]([NH:8][C:9]([NH:11][C:12]2[CH:17]=[CH:16][C:15]([CH3:18])=[CH:14][C:13]=2[C:19]([CH:21]2[CH2:25][CH2:24][CH2:23][CH2:22]2)=[O:20])=[O:10])[S:6][CH:7]=1.[CH3:26][N:27]([CH3:32])[CH2:28][C:29](O)=[O:30]>>[CH:21]1([C:19]([C:13]2[CH:14]=[C:15]([CH3:18])[CH:16]=[CH:17][C:12]=2[NH:11][C:9](=[O:10])[NH:8][C:5]2[S:6][CH:7]=[C:3]([CH2:2][NH:1][C:29](=[O:30])[CH2:28][N:27]([CH3:32])[CH3:26])[N:4]=2)=[O:20])[CH2:25][CH2:24][CH2:23][CH2:22]1. Starting materials: [C@@H]1(C[C@H](O)[C@@H](CO)O1)N1C=NC=2C(N)=NC=NC12 (2'-Deoxyadenosine), [Si](C1=CC=CC=C1)(C1=CC=CC=C1)(C(C)(C)C)OC[C@@H]1[C@H](C[C@@H](O1)N1C=NC=2C(N)=NC=NC12)C=CC1=CC=CC=C1 (5'-O-tert-butyldiphenylsilyl-2',3'-dideoxy-3'-C-styryladenosine). The product is C(=CC1=CC=CC=C1)[C@H]1C[C@@H](O[C@@H]1CO)N1C=NC=2C(N)=NC=NC12 (2',3'-dideoxy-3'-C-styryladenosine). The yield is 91.0%. RXN SMILES: [C@@H]1(N2C3N=CN=C(N)C=3N=C2)O[C@H](CO)[C@@H](O)C1.[Si]([O:36][CH2:37][C@H:38]1[O:42][C@@H:41]([N:43]2[C:52]3[N:51]=[CH:50][N:49]=[C:47]([NH2:48])[C:46]=3[N:45]=[CH:44]2)[CH2:40][C@@H:39]1[CH:53]=[CH:54][C:55]1[CH:60]=[CH:59][CH:58]=[CH:57][CH:56]=1)(C(C)(C)C)(C1C=CC=CC=1)C1C=CC=CC=1>>[CH:53]([C@@H:39]1[C@@H:38]([CH2:37][OH:36])[O:42][C@@H:41]([N:43]2[C:52]3[N:51]=[CH:50][N:49]=[C:47]([NH2:48])[C:46]=3[N:45]=[CH:44]2)[CH2:40]1)=[CH:54][C:55]1[CH:56]=[CH:57][CH:58]=[CH:59][CH:60]=1. Procedure: 2'-Deoxyadenosine was conveniently transformed into 5'-O-tert-butyldiphenylsilyl-2',3'-dideoxy-3'-C-styryladenosine in 60% yield utilizing the radical reaction described in Example 82 of application Ser. No. 08/040,903. The 5'-O-TBDPS group of the latter compound was deblocked to provide 2',3'-dideoxy-3'-C-styryladenosine in 91% yield, mp 215°-217° C. Anal.: C18H19N5O2.1/4 H2O Calcd.: C% 63.23; H% 5.74; N% 20.48; Found: C% 63.31; H% 5.68; N% 20.69. The reactants are CC(=O)OC(C)=O, ClCCl, NC1=NN(c2ccc(Cl)cc2)CC1. Product: CC(=O)NC1=NN(c2ccc(Cl)cc2)CC1. Reaction SMILES: [CH3:14][C:15](=[O:16])[O:17][C:18](=[O:19])[CH3:20].[Cl:21][CH2:22][Cl:23].[NH2:1][C:2]1=[N:3][N:4]([c:7]2[cH:8][cH:9][c:10]([Cl:13])[cH:11][cH:12]2)[CH2:5][CH2:6]1>>[NH:1]([C:2]1=[N:3][N:4]([c:7]2[cH:8][cH:9][c:10]([Cl:13])[cH:11][cH:12]2)[CH2:5][CH2:6]1)[C:15]([CH3:14])=[O:16].